This data is from the Open Reaction Database (ORD), a public repository of structured organic reaction records. The task is: describe an organic reaction: reactants, conditions, products, and yield Reactants: CO, ClC(Cl)Cl, CC(NC(=O)C(C)NC(=O)Cc1cc(F)cc(F)c1)C(=O)O, C1CSCN1. The product is CC(NC(=O)Cc1cc(F)cc(F)c1)C(=O)NC(C)C(=O)N1CCSC1. As a reaction SMILES: [CH3:32][OH:33].[Cl:28][CH:29]([Cl:30])[Cl:31].[F:1][c:2]1[cH:3][c:4]([CH2:9][C:10](=[O:11])[NH:12][CH:13]([CH3:14])[C:15](=[O:16])[NH:17][CH:18]([CH3:19])[C:20](=[O:21])[OH:22])[cH:5][c:6]([F:8])[cH:7]1.[S:23]1[CH2:24][NH:25][CH2:26][CH2:27]1>>[F:1][c:2]1[cH:3][c:4]([CH2:9][C:10](=[O:11])[NH:12][CH:13]([CH3:14])[C:15](=[O:16])[NH:17][CH:18]([CH3:19])[C:20](=[O:22])[N:25]2[CH2:24][S:23][CH2:27][CH2:26]2)[cH:5][c:6]([F:8])[cH:7]1. Starting materials: ClC1=C(C=C(C=C1)C(C=CN(C)C)=O)CNC(C)=O (N-[[2-chloro-5-[3-(dimethylamino)-1-oxo-2-propen-1-yl]phenyl]methyl]-acetamide), ClC1=C(C=C(C=C1)C(C=CN(C)C)=O)CNC(C)=O (N-[[2-chloro-5-[3-(dimethylamino)-1-oxo-2-propen-1-yl]-phenyl]methyl]acetamide), O.NN (hydrazine hydrate). The solvent is CO (methanol). Run at time 20 hour. The product is ClC1=C(C=C(C=C1)C1=NNC=C1)CNC(C)=O (N-[[2-chloro-5-(1H-pyrazol-3-yl)phenyl]methyl]acetamide). Reaction SMILES: [Cl:1][C:2]1[CH:7]=[CH:6][C:5]([C:8](=O)[CH:9]=[CH:10][N:11](C)C)=[CH:4][C:3]=1[CH2:15][NH:16][C:17](=[O:19])[CH3:18].O.[NH2:21]N>CO>[Cl:1][C:2]1[CH:7]=[CH:6][C:5]([C:8]2[CH:9]=[CH:10][NH:11][N:21]=2)=[CH:4][C:3]=1[CH2:15][NH:16][C:17](=[O:19])[CH3:18] |f:1.2|. Reported procedure: A mixture of N-[[2-chloro-5-[3-(dimethylamino)-1-oxo-2-propen-1-yl]phenyl]methyl]-acetamide (i.e. the product of Step A) (10.0 g, 35.7 mmol) and hydrazine hydrate (2.6 mL, 53.6 mmol) in methanol (100 mL) was stirred at room temperature for 20 h. The reaction mixture was then cooled to −5° C. and filtered, resulting in the title product as a solid (2.0 g), which was used in the next step without purification. Reactants: [N+](=O)([O-])C1=C(C=CC=C1)NC(=S)NC(C)=O (N-(o-nitrophenyl)-N'-acetyl-thiourea), C([O-])([O-])=O.[K+].[K+] (potassium carbonate), CI (methyl iodide). Run in CC(=O)C (acetone). The product is [N+](=O)([O-])C1=C(C=CC=C1)NC(SC)=NC(C)=O (N-(o-nitrophenyl)-N'-acetyl-S-methylisothiourea). The yield is 42.0%. Reaction SMILES: [N+:1]([C:4]1[CH:9]=[CH:8][CH:7]=[CH:6][C:5]=1[NH:10][C:11]([NH:13][C:14](=[O:16])[CH3:15])=[S:12])([O-:3])=[O:2].[C:17](=O)([O-])[O-].[K+].[K+].CI>CC(C)=O>[N+:1]([C:4]1[CH:9]=[CH:8][CH:7]=[CH:6][C:5]=1[NH:10][C:11](=[N:13][C:14](=[O:16])[CH3:15])[S:12][CH3:17])([O-:3])=[O:2] |f:1.2.3|. Reported procedure: 6.5 g (0.026 M) of N-(o-nitrophenyl)-N'-acetyl-thiourea, 2.1 g (0.015 M) of potassium carbonate, 1.9 ml (0°-0.29 M) of methyl iodide and 70 ml of acetone are boiled in a reflux for four hours. The acetone is distilled off. Water is added to the residue and it is filtered. After drying 6.6 g (100% of the theoretical yield) of the product are obtained with a melting point of 118°-160°. After recrystallization twice from ethanol and isopropanol N-(o-nitrophenyl)-N'-acetyl-S-methylisothiourea with a...